From a dataset of the Open Reaction Database (ORD), a public repository of structured organic reaction records. describe an organic reaction: reactants, conditions, products, and yield Starting materials: imine, N1=CC=C(C=C1)C=O (pyridine-4-carboxaldehyde), C(C1=CC=CC=C1)N (benzylamine), P(O)(O)O (phosphorous acid), [OH-].[Na+] (NaOH). Solvent: O (water). Yields the product C(C1=CC=CC=C1)NCC1=CC=NC=C1 (N-benzyl(4-pyridyl) methylamine). The yield is 74.0%. As a reaction SMILES: [N:1]1[CH:6]=[CH:5][C:4]([CH:7]=O)=[CH:3][CH:2]=1.[CH2:9]([NH2:16])[C:10]1[CH:15]=[CH:14][CH:13]=[CH:12][CH:11]=1.P(O)(O)O.[OH-].[Na+]>O>[CH2:9]([NH:16][CH2:7][C:4]1[CH:5]=[CH:6][N:1]=[CH:2][CH:3]=1)[C:10]1[CH:15]=[CH:14][CH:13]=[CH:12][CH:11]=1 |f:3.4|. Procedure: To the imine from pyridine-4-carboxaldehyde and benzylamine (20 g; 0.1 mole) was added phosphorous acid (8.4 g; 0.1 mole) and the mixture heated at 110°-130° for 11/2 hours. After cooling to 90° water (150 ml) was added. The aqueous solution was basified with NaOH and extracted with benzene (3×100 ml). Evaporation of the solvent gave the N-benzyl(4-pyridyl) methylamine 14.9 g (74%). Nmr measurements, 1H and 13C, confirmed the structural assignment. Reactants: BrC=1C=C2C=3N(C(C(NC3C1)=O)=O)C(CC2)C(=O)O (9-bromo-5-carboxy-6,7-dihydro-1H, 5H-pyrido[1,2,3-de]quinoxaline-2,3-dione), C1(CCCCC1)N (cyclohexylamine). Product: BrC=1C=C2C=3N(C(C(NC3C1)=O)=O)C(CC2)C(NC2CCCCC2)=O (9-Bromo-5-cyclohexylcarbamoyl-6,7-dihydro-1H, 5H-pyrido[1,2,3-de]quinoxaline-2,3-dione). The yield is 91.0%. Reaction SMILES: [Br:1][C:2]1[CH:3]=[C:4]2[CH2:16][CH2:15][CH:14]([C:17]([OH:19])=O)[N:6]3[C:7](=[O:13])[C:8](=[O:12])[NH:9][C:10]([CH:11]=1)=[C:5]23.[CH:20]1([NH2:26])[CH2:25][CH2:24][CH2:23][CH2:22][CH2:21]1>>[Br:1][C:2]1[CH:3]=[C:4]2[CH2:16][CH2:15][CH:14]([C:17](=[O:19])[NH:26][CH:20]3[CH2:25][CH2:24][CH2:23][CH2:22][CH2:21]3)[N:6]3[C:7](=[O:13])[C:8](=[O:12])[NH:9][C:10]([CH:11]=1)=[C:5]23. Reported procedure: A procedure similar to that described in Example 5 was carried out with 9-bromo-5-carboxy-6,7-dihydro-1H, 5H-pyrido[1,2,3-de]quinoxaline-2,3-dione (300 mg, 0.92 mmol) and cyclohexylamine (100 mg, 1.0 mmol) to give 340 mg of the title compound (91%): mp>270° C.; 1H NMR (270 MHz, DMSO-d6) δ12.14 (s, 1H), 8.03 (d, 1H, J=7.9 Hz), 7.16 (bs, 1H), 7.14 (bs, 1H), 5.08~5.13 (m, 1H), 3.42~3.59 (m, 1H), 2.79 (dm, 1H, J=16.8 Hz), 2.45~2.63 (m, 1H), 2.36 (dm, 1H, J=13.5 Hz), 1.85~2.02 (m, 1H), 1.63~1.74 (m, ... The reactants are COC(C(C1=CC=C(C=C1)S(=O)CCOC1=CC2=CC=CC=C2C=C1)=O)=O (rac.-4-[[2-(2-naphthalenyloxy)ethyl]sulfinyl]-alpha-oxobenzeneacetic acid methyl ester), ClC1=CC(=CC=C1)C(=O)OO (metachloroperbenzoic acid). Solvent: ClCCl (dichloromethane). Conditions: time 1 hour. Yields the product COC(C(C1=CC=C(C=C1)S(=O)(=O)CCOC1=CC2=CC=CC=C2C=C1)=O)=O (4-[[2-(2-naphthalenyloxy)ethyl]sulfonyl]-alpha-oxobenzeneacetic acid methyl ester). Isolated yield 58.6%. RXN SMILES: [CH3:1][O:2][C:3](=[O:27])[C:4](=[O:26])[C:5]1[CH:10]=[CH:9][C:8]([S:11]([CH2:13][CH2:14][O:15][C:16]2[CH:25]=[CH:24][C:23]3[C:18](=[CH:19][CH:20]=[CH:21][CH:22]=3)[CH:17]=2)=[O:12])=[CH:7][CH:6]=1.ClC1C=CC=C(C(OO)=[O:36])C=1>ClCCl>[CH3:1][O:2][C:3](=[O:27])[C:4](=[O:26])[C:5]1[CH:6]=[CH:7][C:8]([S:11]([CH2:13][CH2:14][O:15][C:16]2[CH:25]=[CH:24][C:23]3[C:18](=[CH:19][CH:20]=[CH:21][CH:22]=3)[CH:17]=2)(=[O:36])=[O:12])=[CH:9][CH:10]=1. Procedure: A solution of rac.-4-[[2-(2-naphthalenyloxy)ethyl]sulfinyl]-alpha-oxobenzeneacetic acid methyl ester (1 g) in dichloromethane (50 mL) was treated with 85% metachloroperbenzoic acid (0.81 g) and stirred at room temperature for one hour. The mixture was washed with saturated sodium bicarbonate solution, dried (Na2SO4), filtered, passed through silica gel (5 g) and the product eluted with dichloromethane. Crysallization from dichloromethane-hexane gave 0.61 g of 4-[[2-(2-naphthalenyloxy)ethyl]sulfo... Starting materials: CCOC(C)=O, ClCCl, CC(=O)O, [Mn+2], O=[Cr](=O)=O, O, O, CC1CC2=CC(=O)CCC2C2C(O)CC3(C)C(=O)CCC3C12, O=S(=O)(O)O, O=S(=O)([O-])[O-]. Yields the product CC1CC2=CC(=O)CCC2C2C(=O)CC3(C)C(=O)CCC3C12. Reaction SMILES: [C:40]([O:41][CH2:42][CH3:43])(=[O:44])[CH3:45].[CH2:37]([Cl:38])[Cl:39].[CH3:23][C:24](=[O:25])[OH:26].[Mn+2:52].[O:27]=[Cr:28](=[O:29])=[O:30].[OH2:36].[OH2:46].[OH:1][CH:2]1[CH:3]2[CH:4]3[CH2:5][CH2:6][C:7](=[O:22])[CH:8]=[C:9]3[CH2:10][CH:11]([CH3:21])[CH:12]2[CH:13]2[CH2:14][CH2:15][C:16](=[O:20])[C:17]2([CH3:18])[CH2:19]1.[S:31](=[O:32])(=[O:33])([OH:34])[OH:35].[S:47]([O-:48])([O-:49])(=[O:50])=[O:51]>>[O:1]=[C:2]1[CH:3]2[CH:4]3[CH2:5][CH2:6][C:7](=[O:22])[CH:8]=[C:9]3[CH2:10][CH:11]([CH3:21])[CH:12]2[CH:13]2[CH2:14][CH2:15][C:16](=[O:20])[C:17]2([CH3:18])[CH2:19]1. Reactants: O (water), C(C)(C)(C)OC(=O)N1C[C@H](CC1)N(CCCCl)C1=CC(=C(C=C1)F)Cl (3(S)-[(3-chloro-4-fluorophenyl)-(3-chloropropyl)amino]pyrrolidine-1-carboxylic acid tert-butyl ester), CNC (dimethylamine), [I-].[Na+] (sodium iodide). Solvent: C(C)(=O)OCC (ethyl acetate), CN(C)C=O (DMF). Run at temperature 60 celsius, time 4 hour. The product is C(C)(C)(C)OC(=O)N1C[C@H](CC1)N(CCCN(C)C)C1=CC(=C(C=C1)F)Cl (3(S)-[(3-chloro-4-fluorophenyl)-(3-dimethylamino propyl)amino]pyrrolidine-1-carboxylic acid tert-butyl ester). RXN SMILES: [C:1]([O:5][C:6]([N:8]1[CH2:12][CH2:11][C@H:10]([N:13]([C:18]2[CH:23]=[CH:22][C:21]([F:24])=[C:20]([Cl:25])[CH:19]=2)[CH2:14][CH2:15][CH2:16]Cl)[CH2:9]1)=[O:7])([CH3:4])([CH3:3])[CH3:2].[CH3:26][NH:27][CH3:28].[I-].[Na+].O>CN(C=O)C.C(OCC)(=O)C>[C:1]([O:5][C:6]([N:8]1[CH2:12][CH2:11][C@H:10]([N:13]([C:18]2[CH:23]=[CH:22][C:21]([F:24])=[C:20]([Cl:25])[CH:19]=2)[CH2:14][CH2:15][CH2:16][N:27]([CH3:28])[CH3:26])[CH2:9]1)=[O:7])([CH3:2])([CH3:4])[CH3:3] |f:2.3|. Procedure details: 3(S)-[(3-chloro-4-fluorophenyl)-(3-chloropropyl)amino]pyrrolidine-1-carboxylic acid tert-butyl ester (0.5 g, 1.24 mmol), 50% dimethylamine solution (1 ml) and sodium iodide (0.37 g, 2.5 mmol) were suspended in DMF (3 ml), followed by stirring at 60° C. for 4 hours. After cooling to room temperature, water was added to the reaction solution, and extraction with ethyl acetate was conducted. The organic layer was dried over sodium sulfate, and the solvent was then distilled off under reduced pressu... Reactants: C(C)C1=NOC(=C1C(=O)NC)CC(=O)C1=CC=CC=C1 (3-ethyl-N-methyl-5-phenacyl-4-isoxazole carboxamide), S(O)(O)(=O)=O (sulfuric acid). Yields the product C(C)C1=NOC2=C1C(N(C(=C2)C2=CC=CC=C2)C)=O (3-ethyl-5-methyl-6-phenyl-isoxazolo[4,5-c]pyridin-4(5H)-one). As a reaction SMILES: [CH2:1]([C:3]1[C:7]([C:8]([NH:10][CH3:11])=[O:9])=[C:6]([CH2:12][C:13]([C:15]2[CH:20]=[CH:19][CH:18]=[CH:17][CH:16]=2)=O)[O:5][N:4]=1)[CH3:2].S(=O)(=O)(O)O>>[CH2:1]([C:3]1[C:7]2[C:8](=[O:9])[N:10]([CH3:11])[C:13]([C:15]3[CH:20]=[CH:19][CH:18]=[CH:17][CH:16]=3)=[CH:12][C:6]=2[O:5][N:4]=1)[CH3:2]. Procedure details: A mixture of 11.0 g. (0.0405 mole) of 3-ethyl-N-methyl-5-phenacyl-4-isoxazole carboxamide and 120 ml. of 2 M sulfuric acid is refluxed for 18 hours. The mixture is cooled and extracted with methylene chloride. The methylene chloride layer is washed with water and then brine, dried over anhydrous magnesium sulfate, filtered and evaporated in vacuo. The residue is triturated with ether and filtered to give 3-ethyl-5-methyl-6-phenyl-isoxazolo[4,5-c]pyridin-4(5H)-one, m.p. 167° to 169° C. The reactants are CC(OCC)=O (EA), CO (MeOH), S1C2=C(C(=C1)CN(C([C@H](CC(NC(C1=CC=CC=C1)(C1=CC=CC=C1)C1=CC=CC=C1)=O)NC(OCC1C3=CC=CC=C3C=3C=CC=CC13)=O)=O)[C@H](C(OCC)OCC)C)C=CC=C2 ((9H-Fluoren-9-yl)methyl (S)-1-((benzo[b]thiophen-3-ylmethyl)((S)-1,1-diethoxypropan-2-yl)amino)-1,4-dioxo-4-(tritylamino)butan-2-ylcarbamate), N1CCCCC1 (piperidine). Solvent: C(Cl)Cl (DCM), C(Cl)Cl (DCM), C(Cl)Cl (DCM). Conditions: time 1.5 hour. Yields the product N[C@H](C(=O)N([C@H](C(OCC)OCC)C)CC=1C2=C(SC1)C=CC=C2)CC(=O)NC(C2=CC=CC=C2)(C2=CC=CC=C2)C2=CC=CC=C2 ((S)-2-amino-N1-(benzo[b]thiophen-3-ylmethyl)-N1—((S)-1,1-diethoxypropan-2-yl)-N4-tritylsuccinamide). Yield: 86.1%. As a reaction SMILES: [S:1]1[CH:5]=[C:4]([CH2:6][N:7]([C@@H:52]([CH3:60])[CH:53]([O:57][CH2:58][CH3:59])[O:54][CH2:55][CH3:56])[C:8](=[O:51])[C@@H:9]([NH:33]C(=O)OCC2C3C=CC=CC=3C3C2=CC=CC=3)[CH2:10][C:11](=[O:32])[NH:12][C:13]([C:26]2[CH:31]=[CH:30][CH:29]=[CH:28][CH:27]=2)([C:20]2[CH:25]=[CH:24][CH:23]=[CH:22][CH:21]=2)[C:14]2[CH:19]=[CH:18][CH:17]=[CH:16][CH:15]=2)[C:3]2[CH:61]=[CH:62][CH:63]=[CH:64][C:2]1=2.N1CCCCC1.CC(=O)OCC.CO>C(Cl)Cl>[NH2:33][C@@H:9]([CH2:10][C:11]([NH:12][C:13]([C:14]1[CH:19]=[CH:18][CH:17]=[CH:16][CH:15]=1)([C:26]1[CH:27]=[CH:28][CH:29]=[CH:30][CH:31]=1)[C:20]1[CH:21]=[CH:22][CH:23]=[CH:24][CH:25]=1)=[O:32])[C:8]([N:7]([CH2:6][C:4]1[C:3]2[CH:61]=[CH:62][CH:63]=[CH:64][C:2]=2[S:1][CH:5]=1)[C@@H:52]([CH3:60])[CH:53]([O:54][CH2:55][CH3:56])[O:57][CH2:58][CH3:59])=[O:51]. Reported procedure: (9H-Fluoren-9-yl)methyl (S)-1-((benzo[b]thiophen-3-ylmethyl)((S)-1,1-diethoxypropan-2-yl)amino)-1,4-dioxo-4-(tritylamino)butan-2-ylcarbamate (Compound III-21) 23.5 g (27 mmol) and piperidine 22.7 g (270 mmol) were added in DCM (90 ml). The mixture was stirred for 1.5 h at room temperature. The mixture was diluted with DCM (200 ml) and washed with water (150 ml×3). The solution was concentrated in vacuo. The residue was purified by column chromatography on silica gel with PE:EA=50:1 to DCM:MeOH=1... The reactants are C(=O)([O-])[O-].[K+].[K+] (K2CO3), ClC1=CC=C(C=C1)N(C(C)=O)[C@@H]1C[C@@H](N(C2=CC=CC=C12)C(C1=CC=C(C=C1)O)=O)C ((2S,4R)-N-(4-Chloro-phenyl)-N-[1-(4-hydroxy-benzoyl)-2-methyl-1,2,3,4-tetrahydro-quinolin-4-yl]-acetamide), BrCCN1C=NC=C1 (1-(2-Bromo-ethyl)-1H-imidazole). Run in CN(C)C=O (DMF). Run at temperature 80 celsius. Yields the product ClC1=CC=C(C=C1)N(C(C)=O)[C@@H]1C[C@@H](N(C2=CC=CC=C12)C(C1=CC=C(C=C1)OCCN1C=NC=C1)=O)C ((2S,4R)-N-(4-Chloro-phenyl)-N-{1-[4-(2-imidazol-1-yl-ethoxy)-benzoyl]-2-methyl-1,2,3,4-tetrahydro-quinolin-4-yl}-acetamide). Isolated yield 75.6%. RXN SMILES: [Cl:1][C:2]1[CH:7]=[CH:6][C:5]([N:8]([C@H:12]2[C:21]3[C:16](=[CH:17][CH:18]=[CH:19][CH:20]=3)[N:15]([C:22](=[O:30])[C:23]3[CH:28]=[CH:27][C:26]([OH:29])=[CH:25][CH:24]=3)[C@@H:14]([CH3:31])[CH2:13]2)[C:9](=[O:11])[CH3:10])=[CH:4][CH:3]=1.C([O-])([O-])=O.[K+].[K+].Br[CH2:39][CH2:40][N:41]1[CH:45]=[CH:44][N:43]=[CH:42]1>CN(C=O)C>[Cl:1][C:2]1[CH:3]=[CH:4][C:5]([N:8]([C@H:12]2[C:21]3[C:16](=[CH:17][CH:18]=[CH:19][CH:20]=3)[N:15]([C:22](=[O:30])[C:23]3[CH:24]=[CH:25][C:26]([O:29][CH2:39][CH2:40][N:41]4[CH:45]=[CH:44][N:43]=[CH:42]4)=[CH:27][CH:28]=3)[C@@H:14]([CH3:31])[CH2:13]2)[C:9](=[O:11])[CH3:10])=[CH:6][CH:7]=1 |f:1.2.3|. Procedure: (2S,4R)-N-(4-Chloro-phenyl)-N-[1-(4-hydroxy-benzoyl)-2-methyl-1,2,3,4-tetrahydro-quinolin-4-yl]-acetamide (0.065 g, 0.15 mmol) was dissolved in DMF at room temperature and K2CO3 (0.12 g, 0.87 mmol) was added. 1-(2-Bromo-ethyl)-1H-imidazole (0.08 g, 0.45 mmol) was added and the reaction was allowed to heat to 80° C. overnight. The reaction mixture was concentrated in vacuo. The residue was partitioned between ethyl acetate and water, then extracted three times with ethyl acetate, dried over MgSO4...